Dataset: the Open Reaction Database (ORD), a public repository of structured organic reaction records. Task: describe an organic reaction: reactants, conditions, products, and yield The reactants are BrCC(=O)C1=CC=C(C=C1)F (2-bromo-1-(4-fluoro-phenyl)-ethanone), [C-]#N.[K+] (potassium cyanide), Cl (HCl). Run in C(C)O (ethanol), O (water). Run at time 2 hour. Product: FC1=CC=C(C=C1)C(CC#N)=O (3-(4-fluoro-phenyl)-3-oxo-propionitrile). The yield is 5.9%. As a reaction SMILES: Br[CH2:2][C:3]([C:5]1[CH:10]=[CH:9][C:8]([F:11])=[CH:7][CH:6]=1)=[O:4].[C-:12]#[N:13].[K+].Cl>C(O)C.O>[F:11][C:8]1[CH:9]=[CH:10][C:5]([C:3](=[O:4])[CH2:2][C:12]#[N:13])=[CH:6][CH:7]=1 |f:1.2|. Procedure: To a stirred suspension of 2.5 g (11.5 mmol) 2-bromo-1-(4-fluoro-phenyl)-ethanone (the preparation of which is described in example . . . ) in 40 ml ethanol was added a solution of 0.90 g (23 mmol) potassium cyanide in 9 ml water. The mixture was then stirred at RT for 2 h, then acidified to ph=5-6 with aqueous HCl 1M and then extracted with ethyl acetate. The combined organic phases were dried over sodium sulfate and concentrated in vacuo. Flash chromatography (heptane/ethyl acetate 6:1) afford... Starting materials: BrC=1C=CC=2N(C1)C(=CN2)C=O (6-bromoimidazo[1,2-a]pyridine-3-carbaldehyde), BrC=1C=CC=2N(C1)C(=CN2)C=O (6-bromoimidazo[1,2-a]pyridine-3-carbaldehyde), FC1=C(C=C(C=N1)B(O)O)C (6-fluoro-5-methylpyridin-3-ylboronic acid). Product: FC1=C(C=C(C=N1)C=1C=CC=2N(C1)C(=CN2)C=O)C (6-(6-fluoro-5-methylpyridin-3-yl) imidazo[1,2-a]pyridine-3-carbaldehyde). Isolated yield 44.0%. RXN SMILES: Br[C:2]1[CH:3]=[CH:4][C:5]2[N:6]([C:8]([CH:11]=[O:12])=[CH:9][N:10]=2)[CH:7]=1.[F:13][C:14]1[N:19]=[CH:18][C:17](B(O)O)=[CH:16][C:15]=1[CH3:23]>>[F:13][C:14]1[N:19]=[CH:18][C:17]([C:2]2[CH:3]=[CH:4][C:5]3[N:6]([C:8]([CH:11]=[O:12])=[CH:9][N:10]=3)[CH:7]=2)=[CH:16][C:15]=1[CH3:23]. Reported procedure: The title compound was prepared by following the procedure as described for Intermediate 1 using 6-bromoimidazo[1,2-a]pyridine-3-carbaldehyde and 6-fluoro-5-methylpyridin-3-ylboronic acid. Yield: 44%; 1H NMR (DMSO-d6; 300 MHz): δ10.0 (s, 1H), 9.59 (s, 1H), 8.58-8.00 (m, 5H), 2.24 (s, 3H), MS: m/z 256(M+1)+. Product: CCCCNC(=O)CC(=O)Nc1ccc(Br)cc1C. Starting materials: CCOC(=O)CC(=O)Nc1ccc(Br)cc1C, CCCCN, CCO, O. As a reaction SMILES: [Br:1][c:2]1[cH:3][c:4]([CH3:17])[c:5]([NH:8][C:9]([CH2:10][C:11]([O:13][CH2:12][CH3:14])=[O:15])=[O:16])[cH:6][cH:7]1.[CH2:18]([CH2:19][CH2:20][CH3:21])[NH2:22].[CH3:23][CH2:24][OH:25].[OH2:26]>>[Br:1][c:2]1[cH:3][c:4]([CH3:17])[c:5]([NH:8][C:9]([CH2:10][C:11](=[O:13])[NH:22][CH2:18][CH2:19][CH2:20][CH3:21])=[O:16])[cH:6][cH:7]1. Procedure: In a similar method to that of Example 16, methyl 3-(3-cyano-1,2-dihydro-2-oxo-6-pyridinyl)-4-propoxybenzoate (2.14 g) was saponified, converted into the acid chloride and treated with dimethylamine to give 2.0 g of a solid. This was combined with a further 0.2 g obtained in a similar manner, and purified by flash chromatography to give 1.9 g of solid m.p. 201-202° C. Recrystallization of part of this gave the title compound, m.p. 214-215° C. Yields the product CN(C(C1=CC(=C(C=C1)OCCC)C1=CC=C(C(N1)=O)C#N)=O)C (N,N-Dimethyl-3-(3-cyano-1,2-dihydro-2-oxo-6-pyridinyl)-4-propoxybenzamide). Starting materials: C(#N)C=1C(NC(=CC1)C=1C=C(C(=O)OC)C=CC1OCCC)=O (methyl 3-(3-cyano-1,2-dihydro-2-oxo-6-pyridinyl)-4-propoxybenzoate), acid chloride, CNC (dimethylamine). RXN SMILES: [C:1]([C:3]1[C:4](=[O:23])[NH:5][C:6]([C:9]2[CH:10]=[C:11]([CH:16]=[CH:17][C:18]=2[O:19][CH2:20][CH2:21][CH3:22])[C:12]([O:14]C)=O)=[CH:7][CH:8]=1)#[N:2].[CH3:24][NH:25][CH3:26]>>[CH3:24][N:25]([CH3:26])[C:12](=[O:14])[C:11]1[CH:16]=[CH:17][C:18]([O:19][CH2:20][CH2:21][CH3:22])=[C:9]([C:6]2[NH:5][C:4](=[O:23])[C:3]([C:1]#[N:2])=[CH:8][CH:7]=2)[CH:10]=1. Reactants: CC(=O)O[BH-](OC(C)=O)OC(C)=O, CC(=O)O, ClCCl, O=Cc1ccc(OCCCN2CCCCC2)cc1, Nc1ccccc1, [Na+], [Na+], [OH-]. Product: c1ccc(NCc2ccc(OCCCN3CCCCC3)cc2)cc1. RXN SMILES: [C:26]([O:27][BH-:28]([O:29][C:30](=[O:31])[CH3:32])[O:33][C:34](=[O:35])[CH3:36])(=[O:37])[CH3:38].[CH3:45][C:46](=[O:47])[OH:48].[Cl:42][CH2:43][Cl:44].[N:1]1([CH2:7][CH2:8][CH2:9][O:10][c:11]2[cH:12][cH:13][c:14]([CH:15]=[O:16])[cH:17][cH:18]2)[CH2:2][CH2:3][CH2:4][CH2:5][CH2:6]1.[NH2:19][c:20]1[cH:21][cH:22][cH:23][cH:24][cH:25]1.[Na+:39].[Na+:41].[OH-:40]>>[N:1]1([CH2:7][CH2:8][CH2:9][O:10][c:11]2[cH:12][cH:13][c:14]([CH2:15][NH:19][c:20]3[cH:21][cH:22][cH:23][cH:24][cH:25]3)[cH:17][cH:18]2)[CH2:2][CH2:3][CH2:4][CH2:5][CH2:6]1. The reactants are CCOc1nc(C(F)(F)C(F)(F)F)cc(=O)n1-c1cc(O)c(Cl)cc1F, C#CCBr, CC(C)=O, [Na+], [Na+], O=C([O-])[O-]. Product: C#CCOc1cc(-n2c(OCC)nc(C(F)(F)C(F)(F)F)cc2=O)c(F)cc1Cl. Reaction SMILES: [CH2:1]([CH3:2])[O:3][c:4]1[n:5](-[c:18]2[c:19]([F:26])[cH:20][c:21]([Cl:25])[c:22]([OH:24])[cH:23]2)[c:6](=[O:17])[cH:7][c:8]([C:10]([C:11]([F:12])([F:13])[F:14])([F:15])[F:16])[n:9]1.[CH2:27]([C:28]#[CH:29])[Br:30].[CH3:37][C:38](=[O:39])[CH3:40].[Na+:31].[Na+:32].[O-:33][C:34](=[O:35])[O-:36]>>[CH2:1]([CH3:2])[O:3][c:4]1[n:5](-[c:18]2[c:19]([F:26])[cH:20][c:21]([Cl:25])[c:22]([O:24][CH2:29][C:28]#[CH:27])[cH:23]2)[c:6](=[O:17])[cH:7][c:8]([C:10]([C:11]([F:12])([F:13])[F:14])([F:15])[F:16])[n:9]1. RXN SMILES: [Br:22][CH2:23][C:24](=[O:25])[Cl:26].[CH3:1][O:2][c:3]1[c:4]([C:12](=[O:13])[c:14]2[c:15]([NH:20][CH3:21])[cH:16][cH:17][cH:18][cH:19]2)[c:5]([O:10][CH3:11])[cH:6][c:7]([CH3:9])[cH:8]1.[Cl:27][CH2:28][Cl:29].[OH2:30]>>[CH3:1][O:2][c:3]1[c:4]([C:12](=[O:13])[c:14]2[c:15]([N:20]([CH3:21])[C:24]([CH2:23][Br:22])=[O:25])[cH:16][cH:17][cH:18][cH:19]2)[c:5]([O:10][CH3:11])[cH:6][c:7]([CH3:9])[cH:8]1. The product is COc1cc(C)cc(OC)c1C(=O)c1ccccc1N(C)C(=O)CBr. The reactants are O=C(Cl)CBr, CNc1ccccc1C(=O)c1c(OC)cc(C)cc1OC, ClCCl, O.